This data is from the Open Reaction Database (ORD), a public repository of structured organic reaction records. The task is: describe an organic reaction: reactants, conditions, products, and yield The product is N#Cc1cc(Cc2cc(F)cc(F)c2)ccc1F. Reactants: CC#N, CCOC(C)=O, C[Si](C)(C)Cl, N#Cc1cc(C(O)c2cc(F)cc(F)c2)ccc1F, [I-], [Na+]. RXN SMILES: [CH3:27][C:28]#[N:29].[CH3:30][CH2:31][O:32][C:33](=[O:34])[CH3:35].[Cl:22][Si:23]([CH3:24])([CH3:25])[CH3:26].[F:1][c:2]1[cH:3][c:4]([CH:9]([c:10]2[cH:11][cH:12][c:13]([F:18])[c:14]([C:15]#[N:16])[cH:17]2)[OH:19])[cH:5][c:6]([F:8])[cH:7]1.[I-:21].[Na+:20]>>[F:1][c:2]1[cH:3][c:4]([CH2:9][c:10]2[cH:11][cH:12][c:13]([F:18])[c:14]([C:15]#[N:16])[cH:17]2)[cH:5][c:6]([F:8])[cH:7]1.